From a dataset of the Open Reaction Database (ORD), a public repository of structured organic reaction records. describe an organic reaction: reactants, conditions, products, and yield Starting materials: CC1=C(C(=NO1)C(=O)C1=CC=C(C=C1)Cl)[N+](=O)[O-] ((5-methyl-4-nitroisoxazol-3-yl)-4-chlorophenylmethanone), Cl[Sn]Cl (SnCl2), [OH-].[Na+] (sodium hydroxide). Solvent: O1CCCC1 (tetrahydrofuran), Cl (hydrochloric acid), O1CCCC1 (THF). Product: NC=1C(=NOC1C)C(=O)C1=CC=C(C=C1)Cl ((4-Amino-5-methylisoxazol-3-yl)-4-chlorophenylmethanone). Isolated yield 78.0%. RXN SMILES: [CH3:1][C:2]1[O:6][N:5]=[C:4]([C:7]([C:9]2[CH:14]=[CH:13][C:12]([Cl:15])=[CH:11][CH:10]=2)=[O:8])[C:3]=1[N+:16]([O-])=O.Cl[Sn]Cl.[OH-].[Na+]>O1CCCC1.Cl>[NH2:16][C:3]1[C:4]([C:7]([C:9]2[CH:14]=[CH:13][C:12]([Cl:15])=[CH:11][CH:10]=2)=[O:8])=[N:5][O:6][C:2]=1[CH3:1] |f:2.3|. Reported procedure: A solution of (5-methyl-4-nitroisoxazol-3-yl)-4-chlorophenylmethanone of Example Va (5.3 g, 20 moles) in tetrahydrofuran (THF) (100 ml) was added to a mixture of SnCl2 2H2O (27 g, 120 mmoles) in concentrated hydrochloric acid (35 ml) and THF (11 ml) over 1 hour. After warming to room temperature, the reaction mixture was poured into cold 10% sodium hydroxide (500 ml) with stirring and extracted with ethyl acetate. The extracts were washed with dilute sodium chloride and dried (sodium sulfate). C... The reactants are COC(C(NC1=C(C=CC(=C1)F)[N+](=O)[O-])(C)C)=O (N-(5-Fluoro-2-nitrophenyl)-2-methylalanine methyl ester), [H][H] (hydrogen), C1(=CC=C(C=C1)S(=O)(=O)O)C (p-Toluenesulfonic acid). The reagents and catalysts are [Pd] (palladium on carbon), [Pd] (palladium on carbon). Solvent: CO (methanol). Product: FC=1C=C2NC(C(NC2=CC1)=O)(C)C (6-Fluoro-1,2,3,4-tetrahydro-3,3-dimethylquinoxalin-2-one). Reaction SMILES: C[O:2][C:3](=O)[C:4]([CH3:17])([CH3:16])[NH:5][C:6]1[CH:11]=[C:10]([F:12])[CH:9]=[CH:8][C:7]=1[N+:13]([O-])=O.[H][H].C1(C)C=CC(S(O)(=O)=O)=CC=1>[Pd].CO>[F:12][C:10]1[CH:11]=[C:6]2[C:7](=[CH:8][CH:9]=1)[NH:13][C:3](=[O:2])[C:4]([CH3:17])([CH3:16])[NH:5]2. Reported procedure: A mixture of N-(5-fluoro-2-nitrophenyl)-2-methylalanine methyl ester (XI, EXAMPLE 7, 11.2 g), palladium on carbon (10%, 0.63 g), and methanol (350 ml) is shaken under 44 psi of hydrogen pressure for 1.5 hr. Additional palladium on carbon (10%, 0.23 g) is added and the mixture is shaken at 36 psi for another 45 min. p-Toluenesulfonic acid (0.46 g) is added and the catalyst is filtered off. The filtrate is concentrated to about 150 ml and warmed at 800 for 75 min. The solvent is then removed under... Starting materials: CCc1cccc(N)c1, Cc1cc(Nc2cc3ccccc3c(Cl)n2)n[nH]1. Yields the product CCc1cccc(Nc2nc(Nc3cc(C)[nH]n3)cc3ccccc23)c1. As a reaction SMILES: [CH2:19]([CH3:20])[c:21]1[cH:22][c:23]([NH2:27])[cH:24][cH:25][cH:26]1.[Cl:1][c:2]1[n:3][c:4]([NH:12][c:13]2[n:14][nH:15][c:16]([CH3:18])[cH:17]2)[cH:5][c:6]2[cH:7][cH:8][cH:9][cH:10][c:11]12>>[c:2]1([NH:27][c:23]2[cH:22][c:21]([CH2:19][CH3:20])[cH:26][cH:25][cH:24]2)[n:3][c:4]([NH:12][c:13]2[n:14][nH:15][c:16]([CH3:18])[cH:17]2)[cH:5][c:6]2[cH:7][cH:8][cH:9][cH:10][c:11]12. The reactants are O1CCCC1 (tetrahydrofuran), ClC1=C(C(=O)Cl)C=CC=C1 (2-chlorobenzoyl chloride), O1CCCC1 (tetrahydrofuran), FC(OC1=CC=C(OCCN)C=C1)(F)F (2-(4-trifluoromethoxyphenoxy)ethylamine). Solvent: C(C)N(CC)CC (triethylamine). Reaction conditions: time 1 hour. Yields the product FC(OC1=CC=C(OCCNC(C2=C(C=CC=C2)Cl)=O)C=C1)(F)F (N-[2-(4-trifluoromethoxyphenoxy)ethyl]-2-chlorobenzamide). As a reaction SMILES: O1CCCC1.[Cl:6][C:7]1[CH:15]=[CH:14][CH:13]=[CH:12][C:8]=1[C:9](Cl)=[O:10].[F:16][C:17]([F:30])([F:29])[O:18][C:19]1[CH:28]=[CH:27][C:22]([O:23][CH2:24][CH2:25][NH2:26])=[CH:21][CH:20]=1>C(N(CC)CC)C>[F:16][C:17]([F:29])([F:30])[O:18][C:19]1[CH:28]=[CH:27][C:22]([O:23][CH2:24][CH2:25][NH:26][C:9](=[O:10])[C:8]2[CH:12]=[CH:13][CH:14]=[CH:15][C:7]=2[Cl:6])=[CH:21][CH:20]=1. Reported procedure: A tetrahydrofuran (5 ml) solution of 2-chlorobenzoyl chloride (0.88 g) was added dropwise under ice-cooling and stirring to a tetrahydrofuran (20 ml) solution of 2-(4-trifluoromethoxyphenoxy)ethylamine (1.10 g) and triethylamine (0.51 g) and the mixture was further stirred at room temperature for one hour. The reactants are CC1=CCOC2(CCCC2)C1 (9-methyl-6-oxaspiro[4.5]dec-8-ene), [H][H] (hydrogen). The reagents and catalysts are [Ni] (Raney nickel), [Pd] (Pd/C). Solvent: C(C)(C)O (isopropyl alcohol). Yields the product CC1CCOC2(CCCC2)C1 (9-methyl-6-oxaspiro[4.5]decane). The yield is 90.8%. As a reaction SMILES: [CH3:1][C:2]1[CH2:11][C:6]2([CH2:10][CH2:9][CH2:8][CH2:7]2)[O:5][CH2:4][CH:3]=1.[H][H]>[Ni].[Pd].C(O)(C)C>[CH3:1][CH:2]1[CH2:11][C:6]2([CH2:7][CH2:8][CH2:9][CH2:10]2)[O:5][CH2:4][CH2:3]1. Procedure details: A solution of 9-methyl-6-oxaspiro[4.5]dec-8-ene (1.52 kg, 10.0 mols), isopropyl alcohol (1000 ml) and Raney nickel (100 g), Pd/C (100 g) or other suitable sponge-metal catalyst was hydrogenated at 450 psi, at 140° C. for 10-12 h until the theoretical amount of hydrogen was taken up. The mixture was cooled and filtrated. The isopropyl alcohol was evaporated and the residue obtained was distilled under reduced pressure to provide 9-methyl-6-oxaspiro[4.5]decane (1.4 kg, yield: 95%, purity: 98%). The reactants are NC=1C(=NNC1)C1=NC=2C(=CC=3C(C(N(C3C2)C(C)C)=O)(CC)CC)N1 (2-(4-Amino-1H-pyrazol-3-yl)-7,7-diethyl-5-isopropyl-5,7-dihydro-1H-imidazo[4,5-f]indol-6-one), CC1(CC1)C(=O)O (1-methyl-cyclopropane-carboxylic acid). Yields the product C(C)C1(C(N(C=2C=C3C(=CC12)NC(=N3)C3=NNC=C3NC(=O)C3(CC3)C)C(C)C)=O)CC (1-Methyl-cyclopropanecarboxylic acid[3-(7,7-diethyl-5-isopropyl-6-oxo-1,5,6,7-tetrahydro-imidazo[4,5-f]indol-2-yl)-1H-pyrazol-4-yl]-amide). Reaction SMILES: [NH2:1][C:2]1[C:3]([C:7]2[NH:26][C:10]3=[CH:11][C:12]4[C:13]([CH2:24][CH3:25])([CH2:22][CH3:23])[C:14](=[O:21])[N:15]([CH:18]([CH3:20])[CH3:19])[C:16]=4[CH:17]=[C:9]3[N:8]=2)=[N:4][NH:5][CH:6]=1.[CH3:27][C:28]1([C:31](O)=[O:32])[CH2:30][CH2:29]1>>[CH2:24]([C:13]1([CH2:22][CH3:23])[C:12]2[CH:11]=[C:10]3[NH:26][C:7]([C:3]4[C:2]([NH:1][C:31]([C:28]5([CH3:27])[CH2:30][CH2:29]5)=[O:32])=[CH:6][NH:5][N:4]=4)=[N:8][C:9]3=[CH:17][C:16]=2[N:15]([CH:18]([CH3:20])[CH3:19])[C:14]1=[O:21])[CH3:25]. Reported procedure: Methyl-cyclopropanecarboxylic acid[3-(7,7-diethyl-5-isopropyl-6-oxo-1,5,6,7-tetrahydro-imidazo[4,5-f]indol-2-yl)-1H-pyrazol-4-yl]-amide was prepared using 2-(4-Amino-1H-pyrazol-3-yl)-7,7-diethyl-5-isopropyl-5,7-dihydro-1H-imidazo[4,5-f]indol-6-one (150 mg, 0.43 mmol) and 1-methyl-cyclopropane-carboxylic acid (51 mg, 0.43 mmol). 17 mg (9%) %) of the title compound were obtained. The reactants are C(C)(C)(C)OC(NC(C=O)(C)C1=CC(=CC(=C1)F)F)=O (tert-butyl[1-(3,5-difluorophenyl)-1-methyl-2-oxoethyl]carbamate), C(C)(C)(C)OC(=O)NC1(CCCCCC1)C(=O)OC (methyl 1-[(tert-butoxycarbonyl)amino]cycloheptanecarboxylate). Yields the product O=C1NC2(CN(C13CCCC3)C(=O)OC(C)(C)C)CCCCCC2 (tert-Butyl 16-oxo-6,15-diazadispiro[4.2.6.2]hexadecane-6-carboxylate). Procedure: Essentially following the procedures described for Intermediate 1, but using methyl 1-[(tert-butoxycarbonyl)amino]cycloheptanecarboxylate in place of tert-butyl 2-[(tert-butoxycarbonyl)amino]-2-(3,5-difluorophenyl)propanoate, the title compound was obtained. MS: m/z=337 (M+1). RXN SMILES: [C:1]([O:5][C:6](=[O:20])[NH:7][C:8]([C:12]1[CH:17]=[C:16](F)[CH:15]=C(F)C=1)(C)[CH:9]=[O:10])([CH3:4])([CH3:3])[CH3:2].C(OC([NH:28][C:29]1([C:36](OC)=O)[CH2:35][CH2:34][CH2:33][CH2:32][CH2:31][CH2:30]1)=O)(C)(C)C>>[O:10]=[C:9]1[C:8]2([CH2:12][CH2:17][CH2:16][CH2:15]2)[N:7]([C:6]([O:5][C:1]([CH3:2])([CH3:3])[CH3:4])=[O:20])[CH2:36][C:29]2([CH2:35][CH2:34][CH2:33][CH2:32][CH2:31][CH2:30]2)[NH:28]1. Starting materials: CCO, O=Cc1ccccc1, NCCc1c[nH]c2ccc(CC(N)=O)cc12, c1ccccc1. The product is NCCc1c[nH]c2ccccc12. As a reaction SMILES: [CH3:31][CH2:32][OH:33].[CH:1]([c:2]1[cH:3][cH:4][cH:5][cH:6][cH:7]1)=[O:8].[NH2:9][CH2:10][CH2:11][c:12]1[cH:13][nH:14][c:15]2[cH:16][cH:17][c:18]([CH2:21][C:22]([NH2:23])=[O:24])[cH:19][c:20]12.[cH:25]1[cH:26][cH:27][cH:28][cH:29][cH:30]1>>[NH2:9][CH2:10][CH2:11][c:12]1[cH:13][nH:14][c:15]2[cH:16][cH:17][cH:18][cH:19][c:20]12. The reactants are COC(N=C(C(=NC1=CC=C(C=C1)C1=NOC(=N1)C)C1=CC(=CC(=C1)OC)CO)SC)=O ({2-(3-hydroxymethyl-5-methoxyphenyl)-2-[4-(5-methyl-[1,2,4]oxadiazol-3-yl)phenylimino]-1-methylsulfanylethylidene}carbamic acid methyl ester), COCCN(CCOC)S(F)(F)F ([bis(2-methoxyethyl)amino]sulfur trifluoride), C(C)(=O)OCC (ethyl acetate), [Cl-].[NH4+] (ammonium chloride). Solvent: ClCCl (dichloromethane). Run at temperature -78 celsius, time 5 minute. Yields the product COC(N=C(C(=NC1=CC=C(C=C1)C1=NOC(=N1)C)C1=CC(=CC(=C1)OC)CF)SC)=O ({2-(3-fluoromethyl-5-methoxyphenyl)-2-[4-(5-methyl-[1,2,4]oxadiazol-3-yl)phenylimino]-1-methylsulfanylethylidene}carbamic acid methyl ester). As a reaction SMILES: [CH3:1][O:2][C:3](=[O:32])[N:4]=[C:5]([S:30][CH3:31])[C:6]([C:20]1[CH:25]=[C:24]([O:26][CH3:27])[CH:23]=[C:22]([CH2:28]O)[CH:21]=1)=[N:7][C:8]1[CH:13]=[CH:12][C:11]([C:14]2[N:18]=[C:17]([CH3:19])[O:16][N:15]=2)=[CH:10][CH:9]=1.COCCN(S(F)(F)[F:43])CCOC.[Cl-].[NH4+].C(OCC)(=O)C>ClCCl>[CH3:1][O:2][C:3](=[O:32])[N:4]=[C:5]([S:30][CH3:31])[C:6]([C:20]1[CH:25]=[C:24]([O:26][CH3:27])[CH:23]=[C:22]([CH2:28][F:43])[CH:21]=1)=[N:7][C:8]1[CH:13]=[CH:12][C:11]([C:14]2[N:18]=[C:17]([CH3:19])[O:16][N:15]=2)=[CH:10][CH:9]=1 |f:2.3|. Procedure: To a solution of 100 mg of {2-(3-hydroxymethyl-5-methoxyphenyl)-2-[4-(5-methyl-[1,2,4]oxadiazol-3-yl)phenylimino]-1-methylsulfanylethylidene}carbamic acid methyl ester in 1.5 ml of dichloromethane there was added 0.057 ml of [bis(2-methoxyethyl)amino]sulfur trifluoride at −78° C. After stirring at −78° C. for 5 minutes, the mixture was stirred at room temperature for 1 hour and 25 minutes. Saturated aqueous ammonium chloride was added to the reaction mixture and extraction was performed with eth...